From a dataset of the Open Reaction Database (ORD), a public repository of structured organic reaction records. describe an organic reaction: reactants, conditions, products, and yield The product is CC(C)CC1(C(CO)C(=O)OC(C)(C)C)CCN(CCc2ccccc2)C1=O. The reactants are C=O, C1CCOC1, CC(C)CC1(CC(=O)OC(C)(C)C)CCN(CCc2ccccc2)C1=O, CC(C)[N-]C(C)C, [Li+]. As a reaction SMILES: [CH2:35]=[O:36].[CH2:37]1[O:38][CH2:39][CH2:40][CH2:41]1.[CH3:1][CH:2]([CH2:3][C:4]1([CH2:18][C:19](=[O:20])[O:21][C:22]([CH3:23])([CH3:24])[CH3:25])[C:5](=[O:17])[N:6]([CH2:9][CH2:10][c:11]2[cH:12][cH:13][cH:14][cH:15][cH:16]2)[CH2:7][CH2:8]1)[CH3:26].[CH3:28][CH:29]([N-:30][CH:31]([CH3:32])[CH3:33])[CH3:34].[Li+:27]>>[CH3:1][CH:2]([CH2:3][C:4]1([CH:18]([C:19](=[O:20])[O:21][C:22]([CH3:23])([CH3:24])[CH3:25])[CH2:35][OH:36])[C:5](=[O:17])[N:6]([CH2:9][CH2:10][c:11]2[cH:12][cH:13][cH:14][cH:15][cH:16]2)[CH2:7][CH2:8]1)[CH3:26]. Reactants: Brc1cccs1, [Li]CCCC, COC, CCCCCC, Cl, CON(C)C(=O)c1cc(O[Si](C)(C)C(C)(C)C)ccc1N, C1CCOC1. Product: CC(C)(C)[Si](C)(C)Oc1ccc(N)c(C(=O)c2cccs2)c1. As a reaction SMILES: [Br:1][c:2]1[s:3][cH:4][cH:5][cH:6]1.[CH2:7]([Li:8])[CH2:9][CH2:10][CH3:11].[CH3:34][O:35][CH3:36].[CH3:37][CH2:38][CH2:39][CH2:40][CH2:41][CH3:42].[ClH:33].[NH2:12][c:13]1[c:14]([C:15](=[O:16])[N:17]([O:18][CH3:19])[CH3:20])[cH:21][c:22]([O:25][Si:26]([CH3:27])([CH3:28])[C:29]([CH3:30])([CH3:31])[CH3:32])[cH:23][cH:24]1.[O:43]1[CH2:44][CH2:45][CH2:46][CH2:47]1>>[c:2]1([C:15]([c:14]2[c:13]([NH2:12])[cH:24][cH:23][c:22]([O:25][Si:26]([CH3:27])([CH3:28])[C:29]([CH3:30])([CH3:31])[CH3:32])[cH:21]2)=[O:16])[s:3][cH:4][cH:5][cH:6]1. The reactants are BrC1=C(C=CC(=N1)C(=O)OC)F (methyl 6-bromo-5-fluoropicolinate), FC1=C(C(=CC(=C1)OC1CCOCC1)F)B1OC(C(O1)(C)C)(C)C (2-(2,6-difluoro-4-((tetrahydro-2H-pyran-4-yl)oxy)phenyl)-4,4,5,5-tetramethyl-1,3,2-dioxaborolane). Yields the product FC1=C(C(=CC(=C1)OC1CCOCC1)F)C1=C(C=CC(=N1)C(=O)OC)F (methyl 6-(2,6-difluoro-4-((tetrahydro-2H-pyran-4-yl)oxy)phenyl)-5-fluoropicolinate). The yield is 77.0%. Reaction SMILES: Br[C:2]1[N:7]=[C:6]([C:8]([O:10][CH3:11])=[O:9])[CH:5]=[CH:4][C:3]=1[F:12].[F:13][C:14]1[CH:19]=[C:18]([O:20][CH:21]2[CH2:26][CH2:25][O:24][CH2:23][CH2:22]2)[CH:17]=[C:16]([F:27])[C:15]=1B1OC(C)(C)C(C)(C)O1>>[F:13][C:14]1[CH:19]=[C:18]([O:20][CH:21]2[CH2:22][CH2:23][O:24][CH2:25][CH2:26]2)[CH:17]=[C:16]([F:27])[C:15]=1[C:2]1[N:7]=[C:6]([C:8]([O:10][CH3:11])=[O:9])[CH:5]=[CH:4][C:3]=1[F:12]. Procedure: Method 1 was followed using methyl 6-bromo-5-fluoropicolinate (1.0 equiv.) and 2-(2,6-difluoro-4-((tetrahydro-2H-pyran-4-yl)oxy)phenyl)-4,4,5,5-tetramethyl-1,3,2-dioxaborolane (1.5 equiv.) at 100° C. for 30 min in microwave to give methyl 6-(2,6-difluoro-4-((tetrahydro-2H-pyran-4-yl)oxy)phenyl)-5-fluoropicolinate in 77% yield. LC/MS=368.0 (MH+), Rt=0.95 min. Starting materials: OC1CCCC=2C(=CC=NC12)OC (8-hydroxy-4-methoxy-5,6,7,8-tetrahydroquinoline), NC1CCCC=2C=CC=NC12 (8-amino-5,6,7,8-tetrahydroquinoline). Yields the product NC1CCCC=2C(=CC=NC12)OC (8-amino-4-methoxy-5,6,7,8-tetrahydroquinoline). Yield: 68.0%. As a reaction SMILES: O[CH:2]1[C:11]2[N:10]=[CH:9][CH:8]=[C:7]([O:12][CH3:13])[C:6]=2[CH2:5][CH2:4][CH2:3]1.[NH2:14]C1C2N=CC=CC=2CCC1>>[NH2:14][CH:2]1[C:11]2[N:10]=[CH:9][CH:8]=[C:7]([O:12][CH3:13])[C:6]=2[CH2:5][CH2:4][CH2:3]1. Reported procedure: 8-amino-4-methoxy-5,6,7,8-tetrahydroquinoline was prepared in 68% yield from 8-hydroxy-4-methoxy-5,6,7,8-tetrahydroquinoline (preparation and characterization described by: Uchida, M.; Morita, S.; Chihiro, M.; Kanbe, T.; Yamasaki, K.; Yabuuchi, Y.; Nakagawa, K. Chem. Pharm. Bull. 1989, 37, 1517–1523) using the same procedure employed to prepare 8-amino-5,6,7,8-tetrahydroquinoline (see Bridger et al. PCT International Application PCT/CA00/00321). 1H NMR (CDCl3) □ 1.59–2.15 (m, 6H), 2.60–2.65 (m, ...